From a dataset of the Open Reaction Database (ORD), a public repository of structured organic reaction records. describe an organic reaction: reactants, conditions, products, and yield Starting materials: [H-].[Na+] (NaH), COC1=CC=C(C=C1)C1=C(NC2=NC=CC=C21)C(=O)OCC (ethyl 3-(4-methoxyphenyl)pyrrolo[2,3-b]pyridine-2-carboxylate), C(C1=CC=2OCOC2C=C1)Cl (piperonyl chloride). Solvent: CN(C)P(=O)(N(C)C)N(C)C (HMPA), CN(C)P(=O)(N(C)C)N(C)C (HMPA). Yields the product COC1=CC=C(C=C1)C1=C(N(C2=NC=CC=C21)CC2=CC1=C(C=C2)OCO1)C(=O)OCC (Ethyl 3(4-methoxyphenyl)-1-(3,4-methylenedioxybenzyl)pyrrolo[2,3-b]pyridine-2-carboxylate). Reaction SMILES: [CH3:1][O:2][C:3]1[CH:8]=[CH:7][C:6]([C:9]2[C:17]3[C:12](=[N:13][CH:14]=[CH:15][CH:16]=3)[NH:11][C:10]=2[C:18]([O:20][CH2:21][CH3:22])=[O:19])=[CH:5][CH:4]=1.[H-].[Na+].[CH2:25](Cl)[C:26]1[CH:34]=[CH:33][C:32]2[O:31][CH2:30][O:29][C:28]=2[CH:27]=1>CN(P(N(C)C)(N(C)C)=O)C>[CH3:1][O:2][C:3]1[CH:4]=[CH:5][C:6]([C:9]2[C:17]3[C:12](=[N:13][CH:14]=[CH:15][CH:16]=3)[N:11]([CH2:25][C:26]3[CH:34]=[CH:33][C:32]4[O:31][CH2:30][O:29][C:28]=4[CH:27]=3)[C:10]=2[C:18]([O:20][CH2:21][CH3:22])=[O:19])=[CH:7][CH:8]=1 |f:1.2|. Procedure: To a solution of ethyl 3-(4-methoxyphenyl)pyrrolo[2,3-b]pyridine-2-carboxylate in HMPA stirred at ice bath temperature under an argon atmosphere is added NaH. A solution of piperonyl chloride in HMPA is added and the ice bath removed. The reaction mixture is stirred at room temperature then partitioned between 3 N HCl and EtOAc. The organic extract is washed successively with H2O, aqueous NaHCO3, H2O and saturated aqueous NaCl and dried (Na2SO4). The solvent is removed in vacuo. The residue is p...